This data is from the Open Reaction Database (ORD), a public repository of structured organic reaction records. The task is: describe an organic reaction: reactants, conditions, products, and yield Conditions: time 30 minute. RXN SMILES: [Si:1]([O:8][C:9]1[CH:16]=[CH:15][C:12]([CH2:13][OH:14])=[CH:11][C:10]=1[CH:17]1[CH2:21][CH2:20][CH2:19][CH2:18]1)([C:4]([CH3:7])([CH3:6])[CH3:5])([CH3:3])[CH3:2].[Cr](Cl)([O-])(=O)=O.[NH+]1C=CC=CC=1.CCCCCC.CCOC(C)=O>C(Cl)Cl>[Si:1]([O:8][C:9]1[CH:16]=[CH:15][C:12]([CH:13]=[O:14])=[CH:11][C:10]=1[CH:17]1[CH2:21][CH2:20][CH2:19][CH2:18]1)([C:4]([CH3:7])([CH3:6])[CH3:5])([CH3:3])[CH3:2] |f:1.2|. Procedure: A solution of 1.94 g of 4-((tert-butyldimethylsilyl)oxy)-3-cyclopentylbenzyl alcohol in 70 mL of anhydrous CH2Cl2 was treated with 2.05 g of pyridinium chlorochromate (Aldrich) and was stirred at RT under nitrogen. After 30 min, tlc (SiO2, 85:15 hexane:EtOAc) indicated no remaining starting material and a major new component at Rf =0.80. The mixture was filtered to remove solids and the filtrate was washed with 5% aqueous citric acid (4×50 mL) followed by 5% aqueous NaHCO3 (4×50 mL). The CH2Cl2 ... Isolated yield 78.9%. Solvent: C(Cl)Cl (CH2Cl2). Yields the product [Si](C)(C)(C(C)(C)C)OC1=C(C=C(C=O)C=C1)C1CCCC1 (4-((tert-butyldimethylsilyl)oxy)-3-cyclopentylbenzaldehyde). Starting materials: [Si](C)(C)(C(C)(C)C)OC1=C(C=C(CO)C=C1)C1CCCC1 (4-((tert-butyldimethylsilyl)oxy)-3-cyclopentylbenzyl alcohol), [Cr](=O)(=O)([O-])Cl.[NH+]1=CC=CC=C1 (pyridinium chlorochromate), CCOC(=O)C (EtOAc), CCCCCC (hexane). Starting materials: O(C)C1=CC=C(OC2=CC(=NC=N2)NC2=NC(=CC=C2)N)C=C1 (N2-(6-(4-methoxylphenoxy)pyrimidin-4-yl)pyridine-2,6-diamine), C(C=C)(=O)Cl (acryloyl chloride), C(=O)(O)[O-].[Na+] (NaHCO3). Solvent: C(C)(=O)OCC (ethyl acetate), CCN(CC)CC (Et3N), C1CCOC1.CN1CCCC1=O (THF NMP). Reaction conditions: time 30 minute. Yields the product COC1=CC=C(OC2=CC(=NC=N2)NC2=CC=CC(=N2)NC(C=C)=O)C=C1 (N-(6-(6-(4-methoxyphenoxy)pyrimidin-4-ylamino)pyridine-2-yl)acrylamide). Reaction SMILES: [O:1]([C:3]1[CH:23]=[CH:22][C:6]([O:7][C:8]2[N:13]=[CH:12][N:11]=[C:10]([NH:14][C:15]3[CH:20]=[CH:19][CH:18]=[C:17]([NH2:21])[N:16]=3)[CH:9]=2)=[CH:5][CH:4]=1)[CH3:2].[C:24](Cl)(=[O:27])[CH:25]=[CH2:26].C([O-])(O)=O.[Na+]>C1COCC1.CN1C(=O)CCC1.C(OCC)(=O)C.CCN(CC)CC>[CH3:2][O:1][C:3]1[CH:23]=[CH:22][C:6]([O:7][C:8]2[N:13]=[CH:12][N:11]=[C:10]([NH:14][C:15]3[N:16]=[C:17]([NH:21][C:24](=[O:27])[CH:25]=[CH2:26])[CH:18]=[CH:19][CH:20]=3)[CH:9]=2)=[CH:5][CH:4]=1 |f:2.3,4.5|. Procedure details: To a stirred solution of N2-(6-(4-methoxylphenoxy)pyrimidin-4-yl)pyridine-2,6-diamine (150 mg, 0.474 mmol) in THF/NMP (1 mL/0.5 mL) was added acryloyl chloride (64 mg, 0.712 mmol) at −10° C. under N2 atmosphere. After stirring at this temperature for 30 min, the reaction was stopped and the reaction mixture was slowly added to NaHCO3 solution (10 mL). A white solid was precipitated which was isolated by filtration and was dissolved in a mixture of ethyl acetate (5 mL) and Et3N (0.5 mL). The solu... Reactants: FC1=CC2=C(C(=NO2)C2CCN(CC2)CC/C=C/OC=2C=C(C=CC2OCC2=CC=CC=C2)C(C)=O)C=C1 ((E)-1-[3-[[4-[4-(6-fluoro-1,2-benzisoxazol-3-yl)-1-piperidinyl]butenyl]oxy]-4-benzyloxyphenyl]ethanone), Cl (hydrochloric acid). Solvent: C(C)(=O)O (acetic acid). Run at temperature 75 celsius. Product: Cl.FC1=CC2=C(C(=NO2)C2CCN(CC2)C/C=C/COC=2C=C(C=CC2O)C(C)=O)C=C1 ((E)-1-[3-[[4-[4-(6-fluoro-1,2-benzisoxazol-3-yl)-1-piperidinyl]-2-butenyl]oxy]-4-hydroxyphenyl]ethanone hydrochloride). As a reaction SMILES: [F:1][C:2]1[CH:38]=[CH:37][C:5]2[C:6]([CH:9]3[CH2:14][CH2:13][N:12]([CH2:15][CH2:16]/[CH:17]=[CH:18]/[O:19][C:20]4[CH:21]=[C:22]([C:34](=[O:36])[CH3:35])[CH:23]=[CH:24][C:25]=4[O:26]CC4C=CC=CC=4)[CH2:11][CH2:10]3)=[N:7][O:8][C:4]=2[CH:3]=1.[ClH:39]>C(O)(=O)C>[ClH:39].[F:1][C:2]1[CH:38]=[CH:37][C:5]2[C:6]([CH:9]3[CH2:10][CH2:11][N:12]([CH2:15]/[CH:16]=[CH:17]/[CH2:18][O:19][C:20]4[CH:21]=[C:22]([C:34](=[O:36])[CH3:35])[CH:23]=[CH:24][C:25]=4[OH:26])[CH2:13][CH2:14]3)=[N:7][O:8][C:4]=2[CH:3]=1 |f:3.4|. Procedure: The mixture of (E)-1-[3-[[4-[4-(6-fluoro-1,2-benzisoxazol-3-yl)-1-piperidinyl]butenyl]oxy]-4-benzyloxyphenyl]ethanone (5.5 g, 10.7 mmol), acetic acid (50 ml), and hydrochloric acid (6 ml) was heated at 75° C. for 2 hours. At the end of reaction, the solvent was reduced to about 20 ml on a rotary evaporator. The solution was poured into ice water (350 ml) and extracted with dichloromethane (3×250 ml). The dichloromethane solution was washed with brine and dried over Na2SO4. A solid formed on conc... Starting materials: O=C(n1ccnc1)n1ccnc1, CC1(C)CC(n2cncc2C(=O)O)c2ccccc2O1, CN(C)C=O, OC1CCCCC1, [Na], OC1CCCCC1. Yields the product CC1(C)CC(n2cncc2C(=O)OC2CCCCC2)c2ccccc2O1. As a reaction SMILES: [C:21]([n:22]1[cH:23][cH:24][n:25][cH:26]1)([n:27]1[cH:28][cH:29][n:30][cH:31]1)=[O:32].[CH3:1][C:2]1([CH3:20])[O:3][c:4]2[c:5]([cH:16][cH:17][cH:18][cH:19]2)[CH:6]([n:8]2[cH:9][n:10][cH:11][c:12]2[C:13](=[O:14])[OH:15])[CH2:7]1.[CH3:48][N:49]([CH3:50])[CH:51]=[O:52].[CH:34]1([OH:40])[CH2:35][CH2:36][CH2:37][CH2:38][CH2:39]1.[Na:33].[OH:41][CH:42]1[CH2:43][CH2:44][CH2:45][CH2:46][CH2:47]1>>[CH3:1][C:2]1([CH3:20])[O:3][c:4]2[c:5]([cH:16][cH:17][cH:18][cH:19]2)[CH:6]([n:8]2[cH:9][n:10][cH:11][c:12]2[C:13](=[O:14])[O:15][CH:34]2[CH2:35][CH2:36][CH2:37][CH2:38][CH2:39]2)[CH2:7]1.